This data is from the Open Reaction Database (ORD), a public repository of structured organic reaction records. The task is: describe an organic reaction: reactants, conditions, products, and yield Reported procedure: The title compound (90 mg) was synthesized in a yield of 81% as a white crystalline solid using methyl 1-({5-[5-(3-fluoro-4-isobutylphenyl)-1,2,4-oxadiazol-3-yl]pyridin-2-yl}methyl)azetidine-3-carboxylate (0.12 g, 0.27 mmol) that was obtained in Example 23 (23g) and a 1 N aqueous solution of sodium hydroxide (0.81 mL, 0.81 mmol) by conducting the reaction similar to that mentioned in Example 3 (3e). Yield: 81.2%. The product is FC=1C=C(C=CC1CC(C)C)C1=NC(=NO1)C=1C=CC(=NC1)CN1CC(C1)C(=O)O (1-({5-[5-(3-Fluoro-4-isobutylphenyl)-1,2,4-oxadiazol-3-yl]pyridin-2-yl}methyl)azetidine-3-carboxylic acid). Reaction SMILES: [F:1][C:2]1[CH:3]=[C:4]([C:12]2[O:16][N:15]=[C:14]([C:17]3[CH:18]=[CH:19][C:20]([CH2:23][N:24]4[CH2:27][CH:26]([C:28]([O:30]C)=[O:29])[CH2:25]4)=[N:21][CH:22]=3)[N:13]=2)[CH:5]=[CH:6][C:7]=1[CH2:8][CH:9]([CH3:11])[CH3:10].[OH-].[Na+]>>[F:1][C:2]1[CH:3]=[C:4]([C:12]2[O:16][N:15]=[C:14]([C:17]3[CH:18]=[CH:19][C:20]([CH2:23][N:24]4[CH2:25][CH:26]([C:28]([OH:30])=[O:29])[CH2:27]4)=[N:21][CH:22]=3)[N:13]=2)[CH:5]=[CH:6][C:7]=1[CH2:8][CH:9]([CH3:10])[CH3:11] |f:1.2|. Starting materials: FC=1C=C(C=CC1CC(C)C)C1=NC(=NO1)C=1C=CC(=NC1)CN1CC(C1)C(=O)OC (methyl 1-({5-[5-(3-fluoro-4-isobutylphenyl)-1,2,4-oxadiazol-3-yl]pyridin-2-yl}methyl)azetidine-3-carboxylate), [OH-].[Na+] (sodium hydroxide), Example 3 ( 3e ), Example 23 ( 23g ), aqueous solution. Starting materials: FC(F)(F)Oc1cc(Br)ccc1I, [Li]C(C)(C)C, C1CCOC1, O=CN1CCOCC1. The product is O=Cc1ccc(Br)cc1OC(F)(F)F. Reaction SMILES: [Br:1][c:2]1[cH:3][c:4]([O:9][C:10]([F:11])([F:12])[F:13])[c:5]([I:8])[cH:6][cH:7]1.[C:14]([Li:15])([CH3:16])([CH3:17])[CH3:18].[CH2:27]1[O:28][CH2:29][CH2:30][CH2:31]1.[CH:19](=[O:20])[N:21]1[CH2:22][CH2:23][O:24][CH2:25][CH2:26]1>>[Br:1][c:2]1[cH:3][c:4]([O:9][C:10]([F:11])([F:12])[F:13])[c:5]([CH:19]=[O:20])[cH:6][cH:7]1. Starting materials: CN(C)CCN(C)C (TMEDA), C(C)(C)(C)OC(=O)N1CCC(CC1)C=O (4-formyl-piperidine-1-carboxylic acid tert-butyl ester), BrC1=CC=C(C=C1)S(=O)(=O)NC (4-bromo-N-methyl-benzenesulfonamide), [Li]C (MeLi), [Li]CCCC (n-BuLi). Run in C1CCOC1 (THF), C1CCOC1 (THF). Run at temperature -78 celsius, time 15 minute. The product is C(C)(C)(C)OC(=O)N1CCC(CC1)C(C1=CC=C(C=C1)S(NC)(=O)=O)O (4-[hydroxy-(4-methylsulfamoyl-phenyl)-methyl]-piperidine-1-carboxylic acid tert-butyl ester). The yield is 40.4%. As a reaction SMILES: Br[C:2]1[CH:7]=[CH:6][C:5]([S:8]([NH:11][CH3:12])(=[O:10])=[O:9])=[CH:4][CH:3]=1.[Li]C.[Li]CCCC.CN(CCN(C)C)C.[C:28]([O:32][C:33]([N:35]1[CH2:40][CH2:39][CH:38]([CH:41]=[O:42])[CH2:37][CH2:36]1)=[O:34])([CH3:31])([CH3:30])[CH3:29]>C1COCC1>[C:28]([O:32][C:33]([N:35]1[CH2:40][CH2:39][CH:38]([CH:41]([OH:42])[C:2]2[CH:7]=[CH:6][C:5]([S:8](=[O:10])(=[O:9])[NH:11][CH3:12])=[CH:4][CH:3]=2)[CH2:37][CH2:36]1)=[O:34])([CH3:31])([CH3:30])[CH3:29]. Procedure: To a solution of 4-bromo-N-methyl-benzenesulfonamide (Marvel; Smith, J. Am. Chem. Soc., 45, 1923, 2697) (1.00 g, 4.00 mmol) in THF (35 mL) at −78° C. was added MeLi (4.00 mmol) and the solution was stirred at −78° C. for 15 minutes. n-BuLi (1.95M in hexanes, 2.05 mL, 4.00 mmol) was then added. After the solution was stirred at −78° C. for 45 minutes, TMEDA (1.20 mL, 8.00 mmol) was added followed by a solution of 4-formyl-piperidine-1-carboxylic acid tert-butyl ester (4.76 g, 22.30 mmol) in THF (... Reactants: O=C(n1ccnc1)n1ccnc1, Cn1cc(C(=O)O)c(=O)c2c3ccccc3oc(=O)c21, CN(C)C=O, Nc1nnn[nH]1, O. Product: Cn1cc(C(=O)Nc2nnn[nH]2)c(=O)c2c3ccccc3oc(=O)c21. As a reaction SMILES: [C:21]([n:22]1[cH:23][cH:24][n:25][cH:26]1)([n:27]1[cH:28][cH:29][n:30][cH:31]1)=[O:32].[CH3:1][n:2]1[c:3]2[c:4]([c:5](=[O:11])[c:6]([C:8](=[O:9])[OH:10])[cH:7]1)[c:12]1[c:13]([o:14][c:15]2=[O:16])[cH:17][cH:18][cH:19][cH:20]1.[CH3:40][N:41]([CH3:42])[CH:43]=[O:44].[NH2:34][c:35]1[n:36][n:37][n:38][nH:39]1.[OH2:33]>>[CH3:1][n:2]1[c:3]2[c:4]([c:5](=[O:11])[c:6]([C:8](=[O:9])[NH:34][c:35]3[n:36][n:37][n:38][nH:39]3)[cH:7]1)[c:12]1[c:13]([o:14][c:15]2=[O:16])[cH:17][cH:18][cH:19][cH:20]1.